Dataset: the Open Reaction Database (ORD), a public repository of structured organic reaction records. Task: describe an organic reaction: reactants, conditions, products, and yield Starting materials: FC(C(=O)O)(C(C(C(C(C(C(C(C(C(C(F)(F)F)(F)F)(F)F)(F)F)(F)F)(F)F)(F)F)(F)F)(F)F)(F)F)F (Perfluorododecanoic acid), BrBr (bromine), 113, FF (fluorine). Solvent: Cl (hydrochloric acid). Product: FC(C(C(C(C(C(C(C(C(C(C(F)(F)F)(F)F)(F)F)(F)F)(F)F)(F)F)(F)F)(F)F)(F)F)(F)F)(F)Br (perfluoroundecyl bromide). Isolated yield 200.0%. RXN SMILES: [F:1][C:2]([F:37])([C:6]([F:36])([F:35])[C:7]([F:34])([F:33])[C:8]([F:32])([F:31])[C:9]([F:30])([F:29])[C:10]([F:28])([F:27])[C:11]([F:26])([F:25])[C:12]([F:24])([F:23])[C:13]([F:22])([F:21])[C:14]([F:20])([F:19])[C:15]([F:18])([F:17])[F:16])C(O)=O.[Br:38]Br.FF>Cl>[F:1][C:2]([Br:38])([F:37])[C:6]([F:36])([F:35])[C:7]([F:34])([F:33])[C:8]([F:32])([F:31])[C:9]([F:30])([F:29])[C:10]([F:28])([F:27])[C:11]([F:26])([F:25])[C:12]([F:24])([F:23])[C:13]([F:22])([F:21])[C:14]([F:20])([F:19])[C:15]([F:18])([F:17])[F:16]. Procedure details: Perfluorododecanoic acid 404 g (0.565 mole), bromine 49.4 g (0.309 mole) and Freon 113 (400 ml) were treated with fluorine at 30°-37° C. The reaction mixture was poured into 2N hydrochloric acid (500 ml) and the freon solvent was directly distilled off from the mixture. The residue was cooled and the precipitated solids were collected through known filtration techniques. The precipitate was then distilled under vacuum, to give pure perfluoroundecyl bromide 401 g (95% yield). The bromide has a bo... Starting materials: ClCC(=O)OC (methyl chloroacetate), C(CCCCCCC)O (n-octanol), C[O-].[Na+] (sodium methoxide), COCC(=O)OC (methyl methoxyacetate), C(CCCCCCC)O (n-octanol). Conditions: temperature 25 celsius, time 6.5 hour. The product is COCC(=O)OCCCCCCCC (n-Octyl methoxyacetate). Yield: 74.0%. Reaction SMILES: ClCC(OC)=O.C[O-].[Na+].[CH3:10][O:11][CH2:12][C:13]([O:15][CH3:16])=[O:14].[CH2:17](O)[CH2:18][CH2:19][CH2:20][CH2:21][CH2:22][CH2:23]C>>[CH3:10][O:11][CH2:12][C:13]([O:15][CH2:16][CH2:17][CH2:18][CH2:19][CH2:20][CH2:21][CH2:22][CH3:23])=[O:14] |f:1.2|. Procedure: 537.2 g (4.95 mol) of methyl chloroacetate are initially introduced and stirred at 25° C. 936.4 g (5.2 mol) of 30% strength sodium methoxide solution are added dropwise in the course of 2.5 h such that a reaction temperature of 65° is not exceeded. After the addition, stirring is continued at reflux temperature for a further 3 h. 511.9 g of methanol are then removed from the reaction mixture by distillation. 1,289.3 g (9.9 mol) of n-octanol are added to the residue and the mixture is heated unde... Reactants: COC(C(=CC(N(OC)CC1=CC(=C(C=C1)Cl)Cl)=O)O)=O (3-[(3,4-Dichlorobenzyl)-methoxy-carbamoyl]-2-hydroxy-acrylic acid methyl ester), COC(C(=CC(N(OC)CC1=CC(=C(C=C1)Cl)Cl)=O)O)=O (3-[(3,4-Dichlorobenzyl)-methoxy-carbamoyl]-2-hydroxy-acrylic acid methyl ester), C=O (paraformaldehyde), CN (methylamine), ClC=1C=C(CN(C(=O)C=2CN(C(C2O)=O)C)C)C=CC1Cl (4-Hydroxy-1-methyl-5-oxo-2,5-dihydro-1H-pyrrole-3-carboxylic acid (3,4-dichloro-benzyl)-methyl amide). The product is ClC=1C=C(CN(C(=O)C=2CN(C(C2O)=O)C)OC)C=CC1Cl (4-Hydroxy-1-methyl-5-oxo-2,5-dihydro-1H-pyrrole-3-carboxylic acid (3,4-dichloro-benzyl)-methoxy-amide). The yield is 49.0%. As a reaction SMILES: CO[C:3](=[O:21])[C:4]([OH:20])=[CH:5][C:6](=[O:19])[N:7]([CH2:10][C:11]1[CH:16]=[CH:15][C:14]([Cl:17])=[C:13]([Cl:18])[CH:12]=1)[O:8][CH3:9].C=O.CN.ClC1C=C(C=CC=1Cl)[CH2:30][N:31](C)[C:32](C1CN(C)C(=O)C=1O)=O>>[Cl:18][C:13]1[CH:12]=[C:11]([CH:16]=[CH:15][C:14]=1[Cl:17])[CH2:10][N:7]([O:8][CH3:9])[C:6]([C:5]1[CH2:30][N:31]([CH3:32])[C:3](=[O:21])[C:4]=1[OH:20])=[O:19]. Reported procedure: 3-[(3,4-Dichlorobenzyl)-methoxy-carbamoyl]-2-hydroxy-acrylic acid methyl ester (Compound 47-C) was treated with paraformaldehyde and methylamine as described in the preparation of Compound 12, yielding the title compound as a white solid (49% yield); mp 149° C. 1HNMR 400 MHz (CDCl3) δ (ppm): 3.11 (3H, s, NCH3), 3.75 (3H, s, OCH3), 4.15 (2H, s, NCH2), 4.82 (2H, s, NCH2), 7.18 (1H, dd, J=2.0 Hz, J=8.2 Hz, aromatic), 7.42 (1H, d, J=8.2 Hz, aromatic), 7.43 (1H, d, J=2.0 Hz, aromatic). Anal. calcd fo... Reactants: CCOC(=O)C1CCN(C(=O)OC(C)(C)C)CC1, C1CCOC1, C[Si](C)(C)[N-][Si](C)(C)C, O=[N+]([O-])c1ccccc1CBr, [Na+]. Product: CCOC(=O)C1(Cc2ccccc2[N+](=O)[O-])CCN(C(=O)OC(C)(C)C)CC1. Reaction SMILES: [C:1]([CH3:2])([CH3:3])([CH3:4])[O:5][C:6](=[O:7])[N:8]1[CH2:9][CH2:10][CH:11]([C:14](=[O:15])[O:16][CH2:17][CH3:18])[CH2:12][CH2:13]1.[CH2:40]1[O:41][CH2:42][CH2:43][CH2:44]1.[CH3:19][Si:20]([N-:21][Si:22]([CH3:23])([CH3:24])[CH3:25])([CH3:26])[CH3:27].[N+:29](=[O:30])([O-:31])[c:32]1[c:33]([CH2:34][Br:35])[cH:36][cH:37][cH:38][cH:39]1.[Na+:28]>>[C:1]([CH3:2])([CH3:3])([CH3:4])[O:5][C:6](=[O:7])[N:8]1[CH2:9][CH2:10][C:11]([C:14](=[O:15])[O:16][CH2:17][CH3:18])([CH2:34][c:33]2[c:32]([N+:29](=[O:30])[O-:31])[cH:39][cH:38][cH:37][cH:36]2)[CH2:12][CH2:13]1. Starting materials: S(=O)(Cl)Cl (Thionyl chloride), ClCCCOC1=CC=C(C(=O)NC(CO)(C)C)C=C1 (4-(3-chloropropoxy)-N-(2-hydroxy-1,1-dimethylethyl)benzamide), O (Water), C([O-])([O-])=O.[K+].[K+] (potassium carbonate). The solvent is ClCCl (dichloromethane). Conditions: time 3 hour. Product: ClCCCOC1=CC=C(C=C1)C=1OCC(N1)(C)C (2-[4-(3-chloropropoxy)phenyl]-4,4-dimethyl-4,5-dihydro-1,3-oxazole). Yield: 99.0%. As a reaction SMILES: S(Cl)(Cl)=O.[Cl:5][CH2:6][CH2:7][CH2:8][O:9][C:10]1[CH:23]=[CH:22][C:13]([C:14]([NH:16][C:17]([CH3:21])([CH3:20])[CH2:18][OH:19])=O)=[CH:12][CH:11]=1.O.C(=O)([O-])[O-].[K+].[K+]>ClCCl>[Cl:5][CH2:6][CH2:7][CH2:8][O:9][C:10]1[CH:23]=[CH:22][C:13]([C:14]2[O:19][CH2:18][C:17]([CH3:21])([CH3:20])[N:16]=2)=[CH:12][CH:11]=1 |f:3.4.5|. Reported procedure: Thionyl chloride (1.55 g, 13.09 mmol, 1.1 equiv.) is added dropwise to 4-(3-chloropropoxy)-N-(2-hydroxy-1,1-dimethylethyl)benzamide ax53 (3.18 g, 11.9 mmol, 1 eq) in dry dichloromethane (100 ml), under a nitrogen atmosphere over 30 min. The solution is then stirred for 3 h. Water and potassium carbonate are finally added and the mixture is stirred until no more bubbles are formed (pH=10). The layers are separated and the dichloromethane layer is washed with brine, dried over sodium sulfate and e... The reactants are CN(C)C=O, CC(C)OC(C)C, NNC(N)=S, CCCCOc1ccc(C(=O)On2nnc3ccccc32)cc1. The product is CCCCOc1ccc(C(=O)NNC(N)=S)cc1. As a reaction SMILES: [CH3:36][N:37]([CH3:38])[CH:39]=[O:40].[CH:29]([O:30][CH:31]([CH3:32])[CH3:33])([CH3:34])[CH3:35].[NH2:24][NH:25][C:26](=[S:27])[NH2:28].[n:1]1([O:2][C:11]([c:12]2[cH:13][cH:14][c:15]([O:18][CH2:19][CH2:20][CH2:21][CH3:22])[cH:16][cH:17]2)=[O:23])[c:3]2[cH:4][cH:5][cH:6][cH:7][c:8]2[n:9][n:10]1>>[C:11]([c:12]1[cH:13][cH:14][c:15]([O:18][CH2:19][CH2:20][CH2:21][CH3:22])[cH:16][cH:17]1)(=[O:23])[NH:24][NH:25][C:26](=[S:27])[NH2:28].